This data is from the Open Reaction Database (ORD), a public repository of structured organic reaction records. The task is: describe an organic reaction: reactants, conditions, products, and yield Reaction conditions: temperature 4 celsius. Reactants: C(C)OC1=CC=C(C(=O)O)C=C1 (4-ethoxybenzoic acid), C(C)#N (acetonitrile), N,N'-carbonyldiimidazole, NC1=NC2=NC(=CC=C2C=C1)OC (2-amino-7-methoxy-1,8-naphthyridine). Reported procedure: The procedure is similar to that described in Example 1, but starting with 4-ethoxybenzoic acid (8 g), N,N'-carbonyldiimidazole (7.8 g) and 2-amino-7-methoxy-1,8-naphthyridine (5.6 g). The product produced by precipitation in water (9.4 g; m.p. 74° C.) is dissolved in boiling acetonitrile (94 cc). After 3 hours' cooling at 4° C., the crystallised solid is separated by filtration, washed with acetonitrile (3×20 cc) and dried at 30° C. under reduced pressure (0.067 kPa). N-(7-methoxy-1,8-naphthyri... The product is COC1=CC=C2C=CC(=NC2=N1)NC(C1=CC=C(C=C1)OCC)=O (N-(7-methoxy-1,8-naphthyridin-2-yl)-4-ethoxybenzamide). Yield: 67.7%. The solvent is O (water). Reaction SMILES: [CH2:1]([O:3][C:4]1[CH:12]=[CH:11][C:7]([C:8]([OH:10])=O)=[CH:6][CH:5]=1)[CH3:2].[NH2:13][C:14]1[CH:23]=[CH:22][C:21]2[C:16](=[N:17][C:18]([O:24][CH3:25])=[CH:19][CH:20]=2)[N:15]=1.C(#N)C>O>[CH3:25][O:24][C:18]1[N:17]=[C:16]2[C:21]([CH:22]=[CH:23][C:14]([NH:13][C:8](=[O:10])[C:7]3[CH:6]=[CH:5][C:4]([O:3][CH2:1][CH3:2])=[CH:12][CH:11]=3)=[N:15]2)=[CH:20][CH:19]=1. The reactants are Cc1oc(-c2ccccc2)nc1CCOc1ccc(CCC(=O)OC(C)(C)C)c(CN(C)C(=O)c2cc(Cl)sc2Cl)c1, COc1ccccc1, ClCCl, O=C(O)C(F)(F)F. Yields the product Cc1oc(-c2ccccc2)nc1CCOc1ccc(CCC(=O)O)c(CN(C)C(=O)c2cc(Cl)sc2Cl)c1. RXN SMILES: [C:1]([CH3:2])([CH3:3])([CH3:4])[O:5][C:6]([CH2:7][CH2:8][c:9]1[c:10]([CH2:30][N:31]([CH3:32])[C:33](=[O:34])[c:35]2[c:36]([Cl:41])[s:37][c:38]([Cl:40])[cH:39]2)[cH:11][c:12]([O:15][CH2:16][CH2:17][c:18]2[n:19][c:20](-[c:24]3[cH:25][cH:26][cH:27][cH:28][cH:29]3)[o:21][c:22]2[CH3:23])[cH:13][cH:14]1)=[O:42].[CH3:43][O:44][c:45]1[cH:46][cH:47][cH:48][cH:49][cH:50]1.[Cl:58][CH2:59][Cl:60].[F:51][C:52]([F:53])([F:54])[C:55]([OH:56])=[O:57]>>[O:5]=[C:6]([CH2:7][CH2:8][c:9]1[c:10]([CH2:30][N:31]([CH3:32])[C:33](=[O:34])[c:35]2[c:36]([Cl:41])[s:37][c:38]([Cl:40])[cH:39]2)[cH:11][c:12]([O:15][CH2:16][CH2:17][c:18]2[n:19][c:20](-[c:24]3[cH:25][cH:26][cH:27][cH:28][cH:29]3)[o:21][c:22]2[CH3:23])[cH:13][cH:14]1)[OH:42]. Reactants: CC=1C=C(C=C(C1)NC1=NC=CC(=N1)C(F)(F)F)C=1C=CC(=NC1)C=O (5-(3-methyl-5-{[4-(trifluoromethyl)pyrimidin-2-yl]amino}phenyl)pyridine-2-carbaldehyde), BrC(C(=O)OCC)(F)F (Ethyl bromodifluoroacetate). Reagents/catalysts: [Zn] (zinc). The solvent is C1CCOC1 (THF), C1CCOC1 (THF). Yields the product FC(C(=O)OCC)(C(C1=NC=C(C=C1)C1=CC(=CC(=C1)NC1=NC=CC(=N1)C(F)(F)F)C)O)F (ethyl 2,2-difluoro-3-hydroxy-3-[5-(3-methyl-5-{[4-(trifluoromethyl)pyrimidin-2-yl]amino}phenyl)pyridin-2-yl]propanoate). As a reaction SMILES: [CH3:1][C:2]1[CH:3]=[C:4]([C:19]2[CH:20]=[CH:21][C:22]([CH:25]=[O:26])=[N:23][CH:24]=2)[CH:5]=[C:6]([NH:8][C:9]2[N:14]=[C:13]([C:15]([F:18])([F:17])[F:16])[CH:12]=[CH:11][N:10]=2)[CH:7]=1.Br[C:28]([F:35])([F:34])[C:29]([O:31][CH2:32][CH3:33])=[O:30]>C1COCC1.[Zn]>[F:34][C:28]([F:35])([CH:25]([OH:26])[C:22]1[CH:21]=[CH:20][C:19]([C:4]2[CH:5]=[C:6]([NH:8][C:9]3[N:14]=[C:13]([C:15]([F:18])([F:17])[F:16])[CH:12]=[CH:11][N:10]=3)[CH:7]=[C:2]([CH3:1])[CH:3]=2)=[CH:24][N:23]=1)[C:29]([O:31][CH2:32][CH3:33])=[O:30]. Procedure: A flask fitted with a stirring bar was charged with zinc (64.9 mg, 0.992 mmol) and anhydrous THF (5.00 mL) under a nitrogen atmosphere. Then, a solution of 5-(3-methyl-5-{[4-(trifluoromethyl)pyrimidin-2-yl]amino}phenyl)pyridine-2-carbaldehyde (250 mg, 0.698 mmol) in THF (5.00 mL) was added to the flask and the mixture was brought to reflux. Ethyl bromodifluoroacetate (135 μL, 1.048 mmol) was slowly added via syringe to the reaction mixture and refluxed for 1 hour. The reaction mixture was cooled... The reactants are Cc1ccc(Br)cc1, Cc1ccccc1, I[Cu]I, Cc1ccc(I)cc1, COC(=O)c1ccc2cn[nH]c2c1. Product: COC(=O)c1ccc2cnn(-c3ccc(C)cc3)c2c1. Reaction SMILES: [Br:14][c:15]1[cH:16][cH:17][c:18]([CH3:21])[cH:19][cH:20]1.[CH3:30][c:31]1[cH:32][cH:33][cH:34][cH:35][cH:36]1.[Cu:37]([I:38])[I:39].[I:22][c:23]1[cH:24][cH:25][c:26]([CH3:27])[cH:28][cH:29]1.[nH:1]1[n:2][cH:3][c:4]2[cH:5][cH:6][c:7]([C:10](=[O:11])[O:12][CH3:13])[cH:8][c:9]12>>[n:1]1(-[c:15]2[cH:16][cH:17][c:18]([CH3:21])[cH:19][cH:20]2)[n:2][cH:3][c:4]2[cH:5][cH:6][c:7]([C:10](=[O:11])[O:12][CH3:13])[cH:8][c:9]12. Reactants: C([O-])(O)=O.[Na+] (sodium bicarbonate), FC(C(=O)O)(F)F.ClCCC\C(\C(=O)O)=C/C1=CC(=C(C=C1)N1C=NC(=C1)C)OC ((E)-5-chloro-2-[3-methoxy-4-(4-methyl-1H-imidazol-1-yl)benzylidene]valeric acid trifluoroacetic acid salt), COC1=CC=C2CCC(C2=C1)N (6-methoxyindan-1-ylamine), C(C)(C)N(CC)C(C)C (IPEA), C=1C=CC2=C(C1)N=NN2O (HOBT). Solvent: C(C)(=O)OCC (ethyl acetate), C(CCl)Cl (EDC), CN(C)C=O (DMF). Reaction conditions: time 12 hour. Product: COC1=CC=C2CCC(C2=C1)NC(/C(/CCCCl)=C/C1=CC(=C(C=C1)N1C=NC(=C1)C)OC)=O ((E)-5-chloro-2-[3-methoxy-4-(4-methyl-1H-imidazol-1-yl)benzylidene]valeric acid (6-methoxyindan-1-yl)amide). Isolated yield 54.2%. Reaction SMILES: FC(F)(F)C(O)=O.[Cl:8][CH2:9][CH2:10][CH2:11]/[C:12](=[CH:16]\[C:17]1[CH:22]=[CH:21][C:20]([N:23]2[CH:27]=[C:26]([CH3:28])[N:25]=[CH:24]2)=[C:19]([O:29][CH3:30])[CH:18]=1)/[C:13]([OH:15])=O.[CH3:31][O:32][C:33]1[CH:41]=[C:40]2[C:36]([CH2:37][CH2:38][CH:39]2[NH2:42])=[CH:35][CH:34]=1.C(N(C(C)C)CC)(C)C.C1C=CC2N(O)N=NC=2C=1.C(=O)(O)[O-].[Na+]>C(OCC)(=O)C.C(Cl)CCl.CN(C=O)C>[CH3:31][O:32][C:33]1[CH:41]=[C:40]2[C:36]([CH2:37][CH2:38][CH:39]2[NH:42][C:13](=[O:15])/[C:12](=[CH:16]/[C:17]2[CH:22]=[CH:21][C:20]([N:23]3[CH:27]=[C:26]([CH3:28])[N:25]=[CH:24]3)=[C:19]([O:29][CH3:30])[CH:18]=2)/[CH2:11][CH2:10][CH2:9][Cl:8])=[CH:35][CH:34]=1 |f:0.1,5.6|. Procedure details: To a DMF (2 mL) suspension of (E)-5-chloro-2-[3-methoxy-4-(4-methyl-1H-imidazol-1-yl)benzylidene]valeric acid trifluoroacetic acid salt (50 mg) obtained in Example 418 and 6-methoxyindan-1-ylamine (CAS#103028-81-5) (27 mg), IPEA (0.06 mL), EDC (64 mg) and HOBT (45 mg) were added at room temperature, and the reaction solution was agitated at room temperature for 12 hours. Saturated sodium bicarbonate solution and ethyl acetate were added to the reaction solution, and the organic layer was partiti...